From a dataset of the Open Reaction Database (ORD), a public repository of structured organic reaction records. describe an organic reaction: reactants, conditions, products, and yield Starting materials: CN1C=C(C2=CC=CC=C12)C=1C(NC(C1C1=CN(C2=CC=CC=C12)CCCOS(=O)(=O)C)=O)=O (3-(1-methyl-3-indolyl)-4-[1-[3-(methylsulphonyloxy)propyl]-3-indolyl]-1H-pyrrole-2,5-dione), [Na].SC1=NN=NN1C (5-mercapto-1-methyltetrazole sodium salt), O (water). The solvent is CS(=O)C (DMSO). Run at temperature 55 celsius. The product is CN1C=C(C2=CC=CC=C12)C=1C(NC(C1C1=CN(C2=CC=CC=C12)CCCSC1=NN=NN1C)=O)=O (3-(1-methyl-3-indolyl)-4-[1-[3-(1-methyl-5-tetrazolylthio)propyl]-3-indolyl]-1H-pyrrole-2,5-dione). Isolated yield 46.1%. RXN SMILES: [CH3:1][N:2]1[C:10]2[C:5](=[CH:6][CH:7]=[CH:8][CH:9]=2)[C:4]([C:11]2[C:12](=[O:34])[NH:13][C:14](=[O:33])[C:15]=2[C:16]2[C:24]3[C:19](=[CH:20][CH:21]=[CH:22][CH:23]=3)[N:18]([CH2:25][CH2:26][CH2:27]OS(C)(=O)=O)[CH:17]=2)=[CH:3]1.[Na].[SH:36][C:37]1[N:41]([CH3:42])[N:40]=[N:39][N:38]=1.O>CS(C)=O>[CH3:1][N:2]1[C:10]2[C:9](=[CH:8][CH:7]=[CH:6][CH:5]=2)[C:4]([C:11]2[C:12](=[O:34])[NH:13][C:14](=[O:33])[C:15]=2[C:16]2[C:24]3[C:19](=[CH:20][CH:21]=[CH:22][CH:23]=3)[N:18]([CH2:25][CH2:26][CH2:27][S:36][C:37]3[N:41]([CH3:42])[N:40]=[N:39][N:38]=3)[CH:17]=2)=[CH:3]1 |f:1.2,^1:34|. Reported procedure: 100 mg of the product of Example 58 in 10 ml of DMSO were treated with 120 mg of 5-mercapto-1-methyltetrazole sodium salt. The solution was heated at 55° C. for 6 hours, then cooled and poured into water. The aqueous phase was extracted with ethyl acetate. The ethyl acetate extracts were dried and concentrated. Chromatography on silica gel with dichloromethane/ethyl acetate (4:1) gave 48 mg of 3-(1-methyl-3-indolyl)-4-[1-[3-(1-methyl-5-tetrazolylthio)propyl]-3-indolyl]-1H-pyrrole-2,5-dione, m.p.... Starting materials: C1CCOC1, CN(c1nccc(-n2cnc3ccccc32)n1)C1CCCNC1, O=C=Nc1ccccc1. The product is CN(c1nccc(-n2cnc3ccccc32)n1)C1CCCN(C(=O)Nc2ccccc2)C1. RXN SMILES: [CH2:33]1[O:34][CH2:35][CH2:36][CH2:37]1.[NH:1]1[CH2:2][CH:3]([N:7]([c:8]2[n:9][cH:10][cH:11][c:12](-[n:14]3[cH:15][n:16][c:17]4[c:18]3[cH:19][cH:20][cH:21][cH:22]4)[n:13]2)[CH3:23])[CH2:4][CH2:5][CH2:6]1.[O:24]=[C:25]=[N:26][c:27]1[cH:28][cH:29][cH:30][cH:31][cH:32]1>>[N:1]1([C:25](=[O:24])[NH:26][c:27]2[cH:28][cH:29][cH:30][cH:31][cH:32]2)[CH2:2][CH:3]([N:7]([c:8]2[n:9][cH:10][cH:11][c:12](-[n:14]3[cH:15][n:16][c:17]4[c:18]3[cH:19][cH:20][cH:21][cH:22]4)[n:13]2)[CH3:23])[CH2:4][CH2:5][CH2:6]1. Starting materials: CN(C1=CC=C(C=C1)C1=NC2=CC=CC=C2C(=N1)C(=O)O)C (2-(4-(dimethylamino)phenyl)quinazoline-4-carboxylic acid), Cl.OC1=C2CCNCC2=CC=C1C (5-hydroxy-6-methyl-1,2,3,4-tetrahydroisoquinoline hydrochloride). The product is CN(C1=CC=C(C=C1)C1=NC2=CC=CC=C2C(=N1)C(=O)N1CC2=CC=C(C(=C2CC1)O)C)C (2-[[2-(4-(dimethylamino)phenyl)quinazolin-4-yl]carbonyl]-5-hydroxy-6-methyl-1,2,3,4-tetrahydroisoquinoline). The yield is 39.0%. Reaction SMILES: [CH3:1][N:2]([CH3:22])[C:3]1[CH:8]=[CH:7][C:6]([C:9]2[N:18]=[C:17]([C:19]([OH:21])=O)[C:16]3[C:11](=[CH:12][CH:13]=[CH:14][CH:15]=3)[N:10]=2)=[CH:5][CH:4]=1.Cl.[OH:24][C:25]1[C:34]([CH3:35])=[CH:33][CH:32]=[C:31]2[C:26]=1[CH2:27][CH2:28][NH:29][CH2:30]2>>[CH3:1][N:2]([CH3:22])[C:3]1[CH:4]=[CH:5][C:6]([C:9]2[N:18]=[C:17]([C:19]([N:29]3[CH2:28][CH2:27][C:26]4[C:31](=[CH:32][CH:33]=[C:34]([CH3:35])[C:25]=4[OH:24])[CH2:30]3)=[O:21])[C:16]3[C:11](=[CH:12][CH:13]=[CH:14][CH:15]=3)[N:10]=2)=[CH:7][CH:8]=1 |f:1.2|. Procedure details: Reaction of 2-(4-(dimethylamino)phenyl)quinazoline-4-carboxylic acid with 5-hydroxy-6-methyl-1,2,3,4-tetrahydroisoquinoline hydrochloride gave compound 36 (39% yield) as a brown solid. 1H NMR (300 MHz, CDCl3) δ2.25 and 2.28 (2s, 3H), 2.81 and 3.03 (2t, 2H), 3.12 (s, 6H), 3.61 and 4.21 (2t, 2H), 4.50 and 5.08 (2s, 2H), 4.69 and 4.77 (2s, 1H), 6.36-7.09 (m, 4H), 7.48-7.56 (m, 1H), 7.88-7.98 (m, 2H), 8.20-8.23 (m, 1H), 8.56-8.61 (m, 2H); MS (ESI) m/z 439 ([M+H]+). Reactants: solution, C(C1=CC=CC=C1)N1CC2(COC3=C(C=4N(C2)C=2C=C(C=CC2C4C4CCCCC4)C(=O)OC)C=CC=C3)C1 (methyl 1-benzyl-14′-cyclohexylspiro[azetidine-3,7′-indolo[1,2-e][1,5]benzoxazocine]-11′-carboxylate), Cl (HCl). Reagents/catalysts: [Pd] (Pd/C). The solvent is CO (MeOH), CCOC(=O)C (EtOAc). Product: C1(CCCCC1)C=1C=2C=CC(=CC2N2CC3(COC4=C(C21)C=CC=C4)CNC3)C(=O)OC (methyl 14′-cyclohexylspiro[azetidine-3,7′-indolo[1,2-e][1,5]-benzoxazocine]-11′-carboxylate), Cl (HCl). Isolated yield 46.0%. Reaction SMILES: C([N:8]1[CH2:39][C:10]2([CH2:17][N:16]3[C:18]4[CH:19]=[C:20]([C:31]([O:33][CH3:34])=[O:32])[CH:21]=[CH:22][C:23]=4[C:24]([CH:25]4[CH2:30][CH2:29][CH2:28][CH2:27][CH2:26]4)=[C:15]3[C:14]3[CH:35]=[CH:36][CH:37]=[CH:38][C:13]=3[O:12][CH2:11]2)[CH2:9]1)C1C=CC=CC=1.[ClH:40]>CO.CCOC(C)=O.[Pd]>[CH:25]1([C:24]2[C:23]3[CH:22]=[CH:21][C:20]([C:31]([O:33][CH3:34])=[O:32])=[CH:19][C:18]=3[N:16]3[C:15]=2[C:14]2[CH:35]=[CH:36][CH:37]=[CH:38][C:13]=2[O:12][CH2:11][C:10]2([CH2:9][NH:8][CH2:39]2)[CH2:17]3)[CH2:26][CH2:27][CH2:28][CH2:29][CH2:30]1.[ClH:40]. Reported procedure: A 0.07M solution of methyl 1-benzyl-14′-cyclohexylspiro[azetidine-3,7′-indolo[1,2-e][1,5]benzoxazocine]-11′-carboxylate in MeOH and EtOAc (2:1) was stirred in the presence of 10% Pd/C and 3M HCl under H2-atmosphere for 3 days. The reaction mixture was filtered on CELITE and co-evaporated with toluene, pentane and Et2O until a solid was obtained; this solid was washed with Et2O and dried to afford the title compound as its HCl salt (46%). MS (ES+) m/z 431 (M+H)+. The reactants are ClCCBr, N#CCc1ccc(Br)cc1, CC[N+](CC)(CC)Cc1ccccc1, [Cl-], [Na+], [OH-], O. The product is N#CC1(c2ccc(Br)cc2)CC1. Reaction SMILES: [Br:11][CH2:12][CH2:13][Cl:14].[Br:1][c:2]1[cH:3][cH:4][c:5]([CH2:8][C:9]#[N:10])[cH:6][cH:7]1.[CH2:18]([N+:19]([CH2:20][CH3:21])([CH2:22][CH3:23])[CH2:24][c:25]1[cH:26][cH:27][cH:28][cH:29][cH:30]1)[CH3:31].[Cl-:17].[Na+:16].[OH-:15].[OH2:32]>>[Br:1][c:2]1[cH:3][cH:4][c:5]([C:8]2([C:9]#[N:10])[CH2:12][CH2:13]2)[cH:6][cH:7]1. The reactants are C=COCCCc1ccc(Cc2cc(Br)ccc2Cl)cc1, CCOCC, Cl, ICI. Product: Clc1ccc(Br)cc1Cc1ccc(CCCOC2CC2)cc1. Reaction SMILES: [Br:1][c:2]1[cH:3][c:4]([CH2:9][c:10]2[cH:11][cH:12][c:13]([CH2:16][CH2:17][CH2:18][O:19][CH:20]=[CH2:21])[cH:14][cH:15]2)[c:5]([Cl:8])[cH:6][cH:7]1.[CH2:26]([O:27][CH2:28][CH3:29])[CH3:30].[ClH:25].[I:22][CH2:23][I:24]>>[Br:1][c:2]1[cH:3][c:4]([CH2:9][c:10]2[cH:11][cH:12][c:13]([CH2:16][CH2:17][CH2:18][O:19][CH:20]3[CH2:21][CH2:23]3)[cH:14][cH:15]2)[c:5]([Cl:8])[cH:6][cH:7]1.